This data is from the Open Reaction Database (ORD), a public repository of structured organic reaction records. The task is: describe an organic reaction: reactants, conditions, products, and yield The reactants are O=C([O-])[O-], CC(CBr)COCc1ccccc1, CNCCc1ccc(OC)c(OC)c1, CN(C)C=O, [K+], [K+]. The product is COc1ccc(CCN(C)CC(C)COCc2ccccc2)cc1OC. Reaction SMILES: [C:15](=[O:16])([O-:17])[O-:18].[CH2:21]([c:22]1[cH:23][cH:24][cH:25][cH:26][cH:27]1)[O:28][CH2:29][CH:30]([CH2:31][Br:32])[CH3:33].[CH3:1][NH:2][CH2:3][CH2:4][c:5]1[cH:6][c:7]([O:8][CH3:9])[c:10]([O:11][CH3:12])[cH:13][cH:14]1.[CH3:34][N:35]([CH3:36])[CH:37]=[O:38].[K+:19].[K+:20]>>[CH3:1][N:2]([CH2:3][CH2:4][c:5]1[cH:6][c:7]([O:8][CH3:9])[c:10]([O:11][CH3:12])[cH:13][cH:14]1)[CH2:31][CH:30]([CH2:29][O:28][CH2:21][c:22]1[cH:23][cH:24][cH:25][cH:26][cH:27]1)[CH3:33]. Starting materials: O=C1OC2CCCCC2C1c1cccc(Cl)c1, C1CCOC1, O=S(=O)(O)O. Product: OC1OC2CCCCC2C1c1cccc(Cl)c1. RXN SMILES: [Cl:1][c:2]1[cH:3][c:4]([CH:8]2[C:9](=[O:17])[O:10][CH:11]3[CH:12]2[CH2:13][CH2:14][CH2:15][CH2:16]3)[cH:5][cH:6][cH:7]1.[O:23]1[CH2:24][CH2:25][CH2:26][CH2:27]1.[S:18](=[O:19])(=[O:20])([OH:21])[OH:22]>>[Cl:1][c:2]1[cH:3][c:4]([CH:8]2[CH:9]([OH:17])[O:10][CH:11]3[CH:12]2[CH2:13][CH2:14][CH2:15][CH2:16]3)[cH:5][cH:6][cH:7]1. Starting materials: C(CCCCCCCCCCCCCCC)NC1=CC=C(C(=O)O)C=C1 (4-(n-hexadecylamino)benzoic acid), [OH-].[Na+] (sodium hydroxide), ClCC(CO)O (3-chloro-1,2-propanediol). The solvent is O (water), CCOCC (ether), CN(P(=O)(N(C)C)N(C)C)C (hexamethylphosphoramide). Conditions: temperature 140 celsius. Yields the product C(CCCCCCCCCCCCCCC)NC1=CC=C(C(=O)OCC(CO)O)C=C1 (2,3-dihydroxypropyl 4-(n-hexadecylamino)benzoate). Reaction SMILES: [CH2:1]([NH:17][C:18]1[CH:26]=[CH:25][C:21]([C:22]([OH:24])=[O:23])=[CH:20][CH:19]=1)[CH2:2][CH2:3][CH2:4][CH2:5][CH2:6][CH2:7][CH2:8][CH2:9][CH2:10][CH2:11][CH2:12][CH2:13][CH2:14][CH2:15][CH3:16].[OH-].[Na+].Cl[CH2:30][CH:31]([OH:34])[CH2:32][OH:33]>CN(C)P(N(C)C)(N(C)C)=O.O.CCOCC>[CH2:1]([NH:17][C:18]1[CH:19]=[CH:20][C:21]([C:22]([O:24][CH2:30][CH:31]([OH:34])[CH2:32][OH:33])=[O:23])=[CH:25][CH:26]=1)[CH2:2][CH2:3][CH2:4][CH2:5][CH2:6][CH2:7][CH2:8][CH2:9][CH2:10][CH2:11][CH2:12][CH2:13][CH2:14][CH2:15][CH3:16] |f:1.2|. Procedure details: A solution of 7.35 g of 4-(n-hexadecylamino)benzoic acid in 50 ml of hexamethylphosphoramide is treated with 4.80 g of 25% aqueous sodium hydroxide followed by 11.0 g of 3-chloro-1,2-propanediol and then is heated at 140° C. for 6 hours. The mixture is diluted with water and ether and filtered to yield a white solid. Recrystallization from acetonitrile and then from carbon tetrachloride affords analytically pure 2,3-dihydroxypropyl 4-(n-hexadecylamino)benzoate, mp 112°-113° C. Starting materials: [N+](=O)([O-])C1=CC=C(C=C1)C12C(N(C(C(C1)C2)=O)CCC)=O (1-(4-nitrophenyl)-3-n-propyl-3-azabicyclo[3.1.1]heptane-2,4-dione), [H][H] (hydrogen). The reagents and catalysts are [Pd] (palladium-on-carbon). Solvent: C(C)(=O)OCC (ethyl acetate). Yields the product NC1=CC=C(C=C1)C12C(N(C(C(C1)C2)=O)CCC)=O (1-(4-aminophenyl)-3-n-propyl-3-azabicyclo[3.1.1]heptane-2,4-dione). As a reaction SMILES: [N+:1]([C:4]1[CH:9]=[CH:8][C:7]([C:10]23[CH2:16][CH:14]([CH2:15]2)[C:13](=[O:17])[N:12]([CH2:18][CH2:19][CH3:20])[C:11]3=[O:21])=[CH:6][CH:5]=1)([O-])=O.[H][H]>[Pd].C(OCC)(=O)C>[NH2:1][C:4]1[CH:5]=[CH:6][C:7]([C:10]23[CH2:15][CH:14]([CH2:16]2)[C:13](=[O:17])[N:12]([CH2:18][CH2:19][CH3:20])[C:11]3=[O:21])=[CH:8][CH:9]=1. Reported procedure: 0.35 g of 5% palladium-on-carbon catalyst is added to a solution of 3.5 g of 1-(4-nitrophenyl)-3-n-propyl-3-azabicyclo[3.1.1]heptane-2,4-dione in 70 ml of ethyl acetate and the whole is hydrogenated under normal pressure and at 30°-35° in a hydrogen atmosphere. When the absorption of hydrogen is complete, the reaction mixture is diluted with 30 ml of methylene chloride and freed of catalyst by filtration over HYFLO Super-Cel®. The solvent is evaporated off in vacuo, and the residue is recrystall... Reactants: C1(=CC=CC=C1)C(OC1CCN(CC1)CCCN)C1=CC=CC=C1 (4-(diphenylmethoxy)-1-piperidinepropanamine), ClC=1C=CC=2N(N1)C=C(N2)C(C(=O)OCC)(C)C (ethyl 2-[6-chloroimidazo[1,2-b]pyridazin-2-yl]-2-methylpropionate), C([O-])(O)=O.[Na+] (sodium bicarbonate). Yields the product C(\C=C\C(=O)O)(=O)O.C(\C=C\C(=O)O)(=O)O.C1(=CC=CC=C1)C(OC1CCN(CC1)CCCNC=1C=CC=2N(N1)C=C(N2)C(C(=O)OCC)(C)C)C2=CC=CC=C2 (ethyl 2-[6-[3-[4-(diphenylmethoxy)piperidino] propylamino]imidazo[1,2-b]pyridazin-2-yl]-2-methylpropionate difumarate). As a reaction SMILES: [C:1]1([CH:7]([C:19]2[CH:24]=[CH:23][CH:22]=[CH:21][CH:20]=2)[O:8][CH:9]2[CH2:14][CH2:13][N:12]([CH2:15][CH2:16][CH2:17][NH2:18])[CH2:11][CH2:10]2)[CH:6]=[CH:5][CH:4]=[CH:3][CH:2]=1.Cl[C:26]1[CH:27]=[CH:28][C:29]2[N:30]([CH:32]=[C:33]([C:35]([CH3:42])([CH3:41])[C:36]([O:38][CH2:39][CH3:40])=[O:37])[N:34]=2)[N:31]=1.[C:43](=[O:46])([OH:45])[O-].[Na+]>>[C:36]([OH:38])(=[O:37])/[CH:35]=[CH:33]/[C:43]([OH:45])=[O:46].[C:36]([OH:38])(=[O:37])/[CH:35]=[CH:33]/[C:43]([OH:45])=[O:46].[C:19]1([CH:7]([C:1]2[CH:2]=[CH:3][CH:4]=[CH:5][CH:6]=2)[O:8][CH:9]2[CH2:14][CH2:13][N:12]([CH2:15][CH2:16][CH2:17][NH:18][C:26]3[CH:27]=[CH:28][C:29]4[N:30]([CH:32]=[C:33]([C:35]([CH3:41])([CH3:42])[C:36]([O:38][CH2:39][CH3:40])=[O:37])[N:34]=4)[N:31]=3)[CH2:11][CH2:10]2)[CH:24]=[CH:23][CH:22]=[CH:21][CH:20]=1 |f:2.3,4.5.6|. Procedure: 4.2 g of 4-(diphenylmethoxy)-1-piperidinepropanamine and 1.76 g of ethyl 2-[6-chloroimidazo[1,2-b]pyridazin-2-yl]-2-methylpropionate were stirred at 190-200° C. for 3.5 hours. After cooling, aqueous sodium bicarbonate was added, followed by extraction with ethyl acetate; the extract was washed with saturated saline and dried with magnesium sulfate. After the dry product was concentrated under reduced pressure, the residue was subjected to silica gel column chromatography and eluted with ethyl ac... The reactants are ClC1=NC(=NC(=C1C=O)NC1CC1)SC (4-chloro-6-cyclopropylamino-2-methylsulfanyl-pyrimidine-5-carbaldehyde), FC1=CC(=C(C=C1)B(O)O)C (4-fluoro-2-methylphenylboronic acid). The product is C1(CC1)NC1=NC(=NC(=C1C=O)C1=C(C=C(C=C1)F)C)SC (4-cyclopropylamino-6-(4-fluoro-2-methyl-phenyl)-2-methylsulfanyl-pyrimidine-5-carbaldehyde). Reaction SMILES: Cl[C:2]1[C:7]([CH:8]=[O:9])=[C:6]([NH:10][CH:11]2[CH2:13][CH2:12]2)[N:5]=[C:4]([S:14][CH3:15])[N:3]=1.[F:16][C:17]1[CH:22]=[CH:21][C:20](B(O)O)=[C:19]([CH3:26])[CH:18]=1>>[CH:11]1([NH:10][C:6]2[C:7]([CH:8]=[O:9])=[C:2]([C:20]3[CH:21]=[CH:22][C:17]([F:16])=[CH:18][C:19]=3[CH3:26])[N:3]=[C:4]([S:14][CH3:15])[N:5]=2)[CH2:13][CH2:12]1. Reported procedure: Prepared as described above in Example 11 starting from 4-chloro-6-cyclopropylamino-2-methylsulfanyl-pyrimidine-5-carbaldehyde and 4-fluoro-2-methylphenylboronic acid to give the title compound 4-cyclopropylamino-6-(4-fluoro-2-methyl-phenyl)-2-methylsulfanyl-pyrimidine-5-carbaldehyde. 1H-NMR: δ 0.69 (m, 2H), 0.94 (m, 2H), 2.23 (s, 3H), 2.62 (s, 3H), 3.14 (m, 1H), 6.98 (m, 2H), 7.20 (m, 1H), 9.09(br s, 1H), 9.49 (s, 1H). LC MS (m/e)=318 (MH+). Starting materials: NaIO4, desired product ( 491 ), C=C1CCC(CC1)C1=NC=2N(C(=C1)N(COCC[Si](C)(C)C)COCC[Si](C)(C)C)N=CC2 (5-(4-methylenecyclohexyl)-N,N-bis((2-(trimethylsilyl)ethoxy)methyl)pyrazolo[1,5-a]pyrimidin-7-amine), N1=C(C=CC=C1C)C (2,6-Lutidine), O (H2O), [O-]S(=O)(=S)[O-].[Na+].[Na+] (Na2S2O3). The reagents and catalysts are O=[Os](=O)(=O)=O (OsO4). Run in O1CCOCC1 (dioxane). Reaction conditions: time 20 minute. Yields the product C[Si](CCOCN(C1=CC(=NC=2N1N=CC2)C2CCC(CC2)=O)COCC[Si](C)(C)C)(C)C (4-(7-(bis((2-(trimethylsilyl)ethoxy)methyl)amino)pyrazolo[1,5-a]pyrimidin-5-yl)cyclohexanone). Reaction SMILES: C=[C:2]1[CH2:7][CH2:6][CH:5]([C:8]2[CH:13]=[C:12]([N:14]([CH2:23][O:24][CH2:25][CH2:26][Si:27]([CH3:30])([CH3:29])[CH3:28])[CH2:15][O:16][CH2:17][CH2:18][Si:19]([CH3:22])([CH3:21])[CH3:20])[N:11]3[N:31]=[CH:32][CH:33]=[C:10]3[N:9]=2)[CH2:4][CH2:3]1.N1C(C)=CC=CC=1C.O.[O-:43]S([O-])(=S)=O.[Na+].[Na+]>O1CCOCC1.O=[Os](=O)(=O)=O>[CH3:30][Si:27]([CH3:29])([CH3:28])[CH2:26][CH2:25][O:24][CH2:23][N:14]([CH2:15][O:16][CH2:17][CH2:18][Si:19]([CH3:20])([CH3:21])[CH3:22])[C:12]1[N:11]2[N:31]=[CH:32][CH:33]=[C:10]2[N:9]=[C:8]([CH:5]2[CH2:4][CH2:3][C:2](=[O:43])[CH2:7][CH2:6]2)[CH:13]=1 |f:3.4.5|. Procedure details: To 5-(4-methylenecyclohexyl)-N,N-bis((2-(trimethylsilyl)ethoxy)methyl)pyrazolo[1,5-a]pyrimidin-7-amine (4.60 g, 9.41 mmol) in dioxane (50 mL) was added OsO4 (2.5 w % in tBuOH, 5 mol %), 2,6-Lutidine (4.37 mL, 37.6 mmol) and H2O (10 mL). The resulting mixture was stirred at rt for 20 min, then NaIO4 (8.05 g, 37.6 mmol) was added and the reaction mixture was stirred at rt overnight. LCMS showed very good conversion to the desired product (491). Na2S2O3 (sat.) was added and the mixture was stirred ...